From a dataset of the Open Reaction Database (ORD), a public repository of structured organic reaction records. describe an organic reaction: reactants, conditions, products, and yield The reactants are BrCc1ccccc1, O=C([O-])[O-], CCCOc1c(N)cc(C2CCC(c3cc(OC)c(OC)c(OC)c3)S2)cc1OC, [K+], [K+], CN(C)C=O. The product is CCCOc1c(NCc2ccccc2)cc(C2CCC(c3cc(OC)c(OC)c(OC)c3)S2)cc1OC. Reaction SMILES: [Br:37][CH2:38][c:39]1[cH:40][cH:41][cH:42][cH:43][cH:44]1.[C:31](=[O:32])([O-:33])[O-:34].[CH3:1][O:2][c:3]1[cH:4][c:5]([CH:14]2[S:15][CH:16]([c:19]3[cH:20][c:21]([O:29][CH3:30])[c:22]([O:27][CH3:28])[c:23]([O:25][CH3:26])[cH:24]3)[CH2:17][CH2:18]2)[cH:6][c:7]([NH2:13])[c:8]1[O:9][CH2:10][CH2:11][CH3:12].[K+:35].[K+:36].[O:45]=[CH:46][N:47]([CH3:48])[CH3:49]>>[CH3:1][O:2][c:3]1[cH:4][c:5]([CH:14]2[S:15][CH:16]([c:19]3[cH:20][c:21]([O:29][CH3:30])[c:22]([O:27][CH3:28])[c:23]([O:25][CH3:26])[cH:24]3)[CH2:17][CH2:18]2)[cH:6][c:7]([NH:13][CH2:38][c:39]2[cH:40][cH:41][cH:42][cH:43][cH:44]2)[c:8]1[O:9][CH2:10][CH2:11][CH3:12].